Dataset: the Open Reaction Database (ORD), a public repository of structured organic reaction records. Task: describe an organic reaction: reactants, conditions, products, and yield Yields the product CC(=O)Nc1nc(C)c(-c2ccc(S(=O)(=O)N3CCNCC3)s2)s1. RXN SMILES: [C:1]([CH3:2])(=[O:3])[NH:4][c:5]1[s:6][c:7](-[c:11]2[cH:12][cH:13][c:14]([S:16](=[O:17])(=[O:18])[Cl:19])[s:15]2)[c:8]([CH3:10])[n:9]1.[CH3:20][N:21]1[CH2:22][CH2:23][NH:24][CH2:25][CH2:26]1.[CH:27]([N:28]([CH2:29][CH3:30])[CH:31]([CH3:32])[CH3:33])([CH3:34])[CH3:35].[Cl:37][CH2:38][Cl:39].[OH2:36]>>[C:1]([CH3:2])(=[O:3])[NH:4][c:5]1[s:6][c:7](-[c:11]2[cH:12][cH:13][c:14]([S:16](=[O:17])(=[O:18])[N:21]3[CH2:22][CH2:23][NH:24][CH2:25][CH2:26]3)[s:15]2)[c:8]([CH3:10])[n:9]1. Reactants: CC(=O)Nc1nc(C)c(-c2ccc(S(=O)(=O)Cl)s2)s1, CN1CCNCC1, CCN(C(C)C)C(C)C, ClCCl, O. Reactants: C(#N)C1=CC=C(C=C1)N=NC1=CC=C(OCCCC(=O)OCC)C=C1 (ethyl 4-[4-(4-cyanophenylazo)phenoxy]-butyrate), Cl (HCl), [OH-].[Na+] (NaOH). Run in CN(C=O)C (dimethylformamide), O (water). Run at temperature 90 celsius, time 1 hour. Yields the product C(#N)C1=CC=C(C=C1)N=NC1=CC=C(OCCCC(=O)O)C=C1 (4-[4-(4-cyanophenylazo)phenoxy]-butanoic acid). The yield is 93.4%. Reaction SMILES: [C:1]([C:3]1[CH:8]=[CH:7][C:6]([N:9]=[N:10][C:11]2[CH:25]=[CH:24][C:14]([O:15][CH2:16][CH2:17][CH2:18][C:19]([O:21]CC)=[O:20])=[CH:13][CH:12]=2)=[CH:5][CH:4]=1)#[N:2].[OH-].[Na+].Cl>CN(C)C=O.O>[C:1]([C:3]1[CH:4]=[CH:5][C:6]([N:9]=[N:10][C:11]2[CH:25]=[CH:24][C:14]([O:15][CH2:16][CH2:17][CH2:18][C:19]([OH:21])=[O:20])=[CH:13][CH:12]=2)=[CH:7][CH:8]=1)#[N:2] |f:1.2|. Procedure: 6.30 g (0.019 mol) of ethyl 4-[4-(4-cyanophenylazo)phenoxy]-butyrate was dissolved in a mixture of 150 mL of dimethylformamide and 40 mL of water in a 500 mL one-neck round flask fitted with a magnetic stirring bar and a reflux condenser by heating to 90° C. while stirring on an oil bath. 3.8 g (0.095 mol) of NaOH was added through the condenser. Stirring and heating were continued for 1 h after which the reaction mixture was left for cooling to room temperature. The reaction mixture was then po... Reactants: Cl.N[C@H]1CC[C@H](CC1)NC(=O)C1=C(NC2=C1N=CN=C2C2=C(C=CC(=C2)CC)OCC2CC2)C (N-(cis-4-aminocyclohexyl)-4-[2-(cyclopropyl methoxy)-5-ethylphenyl]-6-methyl-5H-pyrrolo[3,2-d]pyrimidine-7-carboxamide hydrochloride), COCC(=O)Cl (methoxy-acetyl chloride). The product is C1(CC1)COC1=C(C=C(C=C1)CC)C=1C2=C(N=CN1)C(=C(N2)C)C(=O)N[C@@H]2CC[C@@H](CC2)NC(COC)=O (4-[2-(Cyclopropylmethoxy)-5-ethylphenyl]-N-{cis-4-[(methoxyacetyl)amino]cyclohexyl}-6-methyl-5H-pyrrolo[3,2-d]pyrimidine-7-carboxamide). Reaction SMILES: Cl.[NH2:2][C@@H:3]1[CH2:8][CH2:7][C@H:6]([NH:9][C:10]([C:12]2[C:16]3[N:17]=[CH:18][N:19]=[C:20]([C:21]4[CH:26]=[C:25]([CH2:27][CH3:28])[CH:24]=[CH:23][C:22]=4[O:29][CH2:30][CH:31]4[CH2:33][CH2:32]4)[C:15]=3[NH:14][C:13]=2[CH3:34])=[O:11])[CH2:5][CH2:4]1.[CH3:35][O:36][CH2:37][C:38](Cl)=[O:39]>>[CH:31]1([CH2:30][O:29][C:22]2[CH:23]=[CH:24][C:25]([CH2:27][CH3:28])=[CH:26][C:21]=2[C:20]2[C:15]3[NH:14][C:13]([CH3:34])=[C:12]([C:10]([NH:9][C@H:6]4[CH2:7][CH2:8][C@@H:3]([NH:2][C:38](=[O:39])[CH2:37][O:36][CH3:35])[CH2:4][CH2:5]4)=[O:11])[C:16]=3[N:17]=[CH:18][N:19]=2)[CH2:32][CH2:33]1 |f:0.1|. Reported procedure: Starting from N-(cis-4-aminocyclohexyl)-4-[2-(cyclopropylmethoxy)-5-ethylphenyl]-6-methyl-5H-pyrrolo[3,2-d]pyrimidine-7-carboxamide hydrochloride (example D.f50) and commercially available methoxy-acetyl chloride the title compound is obtained as colorless solid. Reactants: [N+](=O)([O-])C1=CC=CC=2C(C3=CC=CC=C3C(C12)=O)=O (1-nitro-anthraquinone), O (water). Solvent: N (ammonia). Product: NC1=CC=CC=2C(C3=CC=CC=C3C(C12)=O)=O (1-amino-anthraquinone). Yield: 90.0%. RXN SMILES: [N+:1]([C:4]1[C:17]2[C:16](=[O:18])[C:15]3[C:10](=[CH:11][CH:12]=[CH:13][CH:14]=3)[C:9](=[O:19])[C:8]=2[CH:7]=[CH:6][CH:5]=1)([O-])=O.O>N>[NH2:1][C:4]1[C:17]2[C:16](=[O:18])[C:15]3[C:10](=[CH:11][CH:12]=[CH:13][CH:14]=3)[C:9](=[O:19])[C:8]=2[CH:7]=[CH:6][CH:5]=1. Reported procedure: 256 g of a 99% 1-nitro-anthraquinone are reacted in 2500 g of 35% aqueous ammonia solution at 190°-200° C for 4 hours in an autoclave. After release of pressure, the reaction product is isolated by removal of the water by distillation under vacuum and dried. Yield: 226 g of a 90% 1-amino-anthraquinone (91% of the theoretical yield) which contains 5 by weight, of 1-amino-anthraquinone imine. Reactants: BrC1=CC=C(C=C1)[C@H](C)N1C(N[C@](CC1)(C1=CC=CC=C1)CC(=C)C)=O ((R)-1-((5)-1-(4-bromophenyl)ethyl)-4-(2-methylallyl)-4-phenyltetrahydropyrimidin-2(1H)-one), C1=CC(=CC(=C1)Cl)C(=O)OO (m-CPBA). Run in C(C)(C)(C)OC (methyl tert-butyl ether), C(Cl)Cl (CH2Cl2). Reaction conditions: time 8 hour. The product is BrC1=CC=C(C=C1)[C@H](C)N1C(N[C@](CC1)(C1=CC=CC=C1)CC1(OC1)C)=O ((4S)-1-((S)-1-(4-bromophenyl)ethyl)-4-((2-methyloxiran-2-yl)methyl)-4-phenyltetrahydropyrimidin-2(1H)-one). Isolated yield 98.0%. RXN SMILES: [Br:1][C:2]1[CH:7]=[CH:6][C:5]([C@@H:8]([N:10]2[CH2:15][CH2:14][C@:13]([CH2:22][C:23]([CH3:25])=[CH2:24])([C:16]3[CH:21]=[CH:20][CH:19]=[CH:18][CH:17]=3)[NH:12][C:11]2=[O:26])[CH3:9])=[CH:4][CH:3]=1.C1C=C(Cl)C=C(C(OO)=[O:35])C=1>C(Cl)Cl.C(OC)(C)(C)C>[Br:1][C:2]1[CH:3]=[CH:4][C:5]([C@@H:8]([N:10]2[CH2:15][CH2:14][C@:13]([CH2:22][C:23]3([CH3:25])[CH2:24][O:35]3)([C:16]3[CH:17]=[CH:18][CH:19]=[CH:20][CH:21]=3)[NH:12][C:11]2=[O:26])[CH3:9])=[CH:6][CH:7]=1. Reported procedure: To a solution of (R)-1-((5)-1-(4-bromophenyl)ethyl)-4-(2-methylallyl)-4-phenyltetrahydropyrimidin-2(1H)-one (0.6 g, 1.45 mmol) in CH2Cl2 (15 mL) was added to m-CPBA (0.59 g, 2.9 mmol). The resulting solution was stirred overnight. The mixture was diluted with methyl tert-butyl ether (100 mL) and washed with 30 wt % aq sodium thiosulfate (3×50 mL) and saturated aqueous sodium bicarbonate (3×50 mL). The organic layer was dried over Na2SO4, filtered and then concentrated to afford (4S)-1-((S)-1-(4-...